This data is from the Open Reaction Database (ORD), a public repository of structured organic reaction records. The task is: describe an organic reaction: reactants, conditions, products, and yield Starting materials: NC=1N(N=C2C1C(N(C=1C=CC=CC21)CC2=CC=C(C=C2)OC)=O)C2=C(C=CC=C2)OC (3-amino-5-(4-methoxybenzyl)-2-(2-methoxyphenyl)-2,5-dihydro-4H-pyrazolo[4,3-c]quinolin-4-one), C1(=CC=CC=C1)OC (anisole), FC(C(=O)O)(F)F (trifluoroacetic acid), FC(S(=O)(=O)O)(F)F (trifluoromethanesulfonic acid). Run at time 3.5 hour. The product is NC=1N(N=C2C1C(NC=1C=CC=CC21)=O)C2=C(C=CC=C2)OC (3-amino-2-(2-methoxyphenyl)-2,5-dihydro-4H-pyrazolo[4,3-c]quinolin-4-one). Yield: 94.1%. As a reaction SMILES: [NH2:1][C:2]1[N:3]([C:25]2[CH:30]=[CH:29][CH:28]=[CH:27][C:26]=2[O:31][CH3:32])[N:4]=[C:5]2[C:14]3[CH:13]=[CH:12][CH:11]=[CH:10][C:9]=3[N:8](CC3C=CC(OC)=CC=3)[C:7](=[O:24])[C:6]=12.C1(OC)C=CC=CC=1.FC(F)(F)C(O)=O.FC(F)(F)S(O)(=O)=O>>[NH2:1][C:2]1[N:3]([C:25]2[CH:30]=[CH:29][CH:28]=[CH:27][C:26]=2[O:31][CH3:32])[N:4]=[C:5]2[C:14]3[CH:13]=[CH:12][CH:11]=[CH:10][C:9]=3[NH:8][C:7](=[O:24])[C:6]=12. Procedure: A mixture of 3-amino-5-(4-methoxybenzyl)-2-(2-methoxyphenyl)-2,5-dihydro-4H-pyrazolo[4,3-c]quinolin-4-one (370 mg), anisole (2 ml), trifluoroacetic acid (5 ml) and trifluoromethanesulfonic acid (1 ml) was stirred at room temperature for 3.5 hours. The mixture was concentrated under reduced pressure. To the mixture was added 5% sodium carbonate to adjust pH to about 9. Ethyl acetate was added to the mixture. An insoluble solid was collected by filtration, washed with water and ethyl acetate, and ... The reactants are O1C(=CC(C2=CC=CC=C12)=O)C(=O)Cl (chromone-2-carboxylic acid chloride), [Cl-].[Al+3].[Cl-].[Cl-] (aluminum chloride), ice water. The solvent is C1=CC=CC=C1 (benzene). Yields the product C(C1=CC=CC=C1)(=O)C=1OC2=CC=CC=C2C(C1)=O (2-Benzoyl-chromone). Reaction SMILES: [O:1]1[C:10]2[C:5](=[CH:6][CH:7]=[CH:8][CH:9]=2)[C:4](=[O:11])[CH:3]=[C:2]1[C:12](Cl)=[O:13].[Cl-].[Al+3].[Cl-].[Cl-]>C1C=CC=CC=1>[C:12]([C:2]1[O:1][C:10]2[C:5]([C:4](=[O:11])[CH:3]=1)=[CH:6][CH:7]=[CH:8][CH:9]=2)(=[O:13])[C:5]1[CH:10]=[CH:9][CH:8]=[CH:7][CH:6]=1 |f:1.2.3.4|. Procedure details: Combine chromone-2-carboxylic acid chloride (2.0 g, 9.6 mmol) and aluminum chloride (3.84 g, 28.7 mmol) in benzene (70 mL). Heat at reflux for 4 hours. Pour the reaction mixture into ice-water (150 mL). Extract with dichloromethane twice. Dry the separated organic layers over MgSO4, filter, and evaporate in vacuo. Chromatograph on silica gel eluting with 15% ethyl acetate/hexane. Evaporate the product containing fractions to give the title compound as a solid. Starting materials: Nc1ncnn2c(C3CCC(CNC(=O)OCc4ccccc4)CC3)nc(-c3ccc(Oc4ccccc4)cc3)c12, COC(=O)C1CCC(c2nc(I)c3c(N)ncnn23)CC1. Product: COC(=O)C1CCC(c2nc(-c3ccc(Oc4ccccc4)cc3)c3c(N)ncnn23)CC1. RXN SMILES: [CH2:1]([O:2][C:3](=[O:4])[NH:5][CH2:6][CH:7]1[CH2:8][CH2:9][CH:10]([c:11]2[n:12]3[c:13]([c:14]([NH2:15])[n:16][cH:17][n:18]3)[c:19](-[c:28]3[cH:29][cH:30][c:31]([O:34][c:35]4[cH:36][cH:37][cH:38][cH:39][cH:40]4)[cH:32][cH:33]3)[n:20]2)[CH2:21][CH2:22]1)[c:23]1[cH:24][cH:25][cH:26][cH:27][cH:41]1.[CH3:42][O:43][C:44](=[O:45])[CH:46]1[CH2:47][CH2:48][CH:49]([c:52]2[n:53][c:54]([I:62])[c:55]3[c:56]([NH2:61])[n:57][cH:58][n:59][n:60]23)[CH2:50][CH2:51]1>>[c:28]1(-[c:54]2[n:53][c:52]([CH:49]3[CH2:48][CH2:47][CH:46]([C:44]([O:43][CH3:42])=[O:45])[CH2:51][CH2:50]3)[n:60]3[c:55]2[c:56]([NH2:61])[n:57][cH:58][n:59]3)[cH:29][cH:30][c:31]([O:34][c:35]2[cH:36][cH:37][cH:38][cH:39][cH:40]2)[cH:32][cH:33]1. Reactants: O=C([O-])[O-], O=C1CCc2cc(F)c(F)cc2N1CCCCl, [Cs+], [Cs+], CC(C)(C)C(=O)OCC1CCNCC1, CN(C)C=O, O. Yields the product CC(C)(C)C(=O)OCC1CCN(CCCN2C(=O)CCc3cc(F)c(F)cc32)CC1. RXN SMILES: [C:32](=[O:33])([O-:34])[O-:35].[Cl:1][CH2:2][CH2:3][CH2:4][N:5]1[C:6](=[O:17])[CH2:7][CH2:8][c:9]2[cH:10][c:11]([F:16])[c:12]([F:15])[cH:13][c:14]21.[Cs+:36].[Cs+:37].[NH:18]1[CH2:19][CH2:20][CH:21]([CH2:24][O:25][C:26]([C:27]([CH3:28])([CH3:29])[CH3:30])=[O:31])[CH2:22][CH2:23]1.[O:39]=[CH:40][N:41]([CH3:42])[CH3:43].[OH2:38]>>[CH2:2]([CH2:3][CH2:4][N:5]1[C:6](=[O:17])[CH2:7][CH2:8][c:9]2[cH:10][c:11]([F:16])[c:12]([F:15])[cH:13][c:14]21)[N:18]1[CH2:19][CH2:20][CH:21]([CH2:24][O:25][C:26]([C:27]([CH3:28])([CH3:29])[CH3:30])=[O:31])[CH2:22][CH2:23]1. Reactants: ClC1=CC=C(C=C1)NC=1C(=NC=C(N1)N1N=C(C=C1C)C)C=O (3-(4-Chloro-phenylamino)-5-(3,5-dimethyl-pyrazol-1-yl) -pyrazine-2-carbaldehyde), Cl.NO (hydroxylamine, hydrochloride). Solvent: C(C)O (ethanol). Reaction conditions: time 15 minute. Product: ClC1=CC=C(C=C1)NC=1C(=NC=C(N1)N1N=C(C=C1C)C)C=NO (3-(4-chloro-phenylamino)-5-(3,5-dimethyl-pyrazol-1-yl)-pyrazine-2-carbaldehyde oxime). The yield is 76.7%. Reaction SMILES: [Cl:1][C:2]1[CH:7]=[CH:6][C:5]([NH:8][C:9]2[C:10]([CH:22]=O)=[N:11][CH:12]=[C:13]([N:15]3[C:19]([CH3:20])=[CH:18][C:17]([CH3:21])=[N:16]3)[N:14]=2)=[CH:4][CH:3]=1.Cl.[NH2:25][OH:26]>C(O)C>[Cl:1][C:2]1[CH:7]=[CH:6][C:5]([NH:8][C:9]2[C:10]([CH:22]=[N:25][OH:26])=[N:11][CH:12]=[C:13]([N:15]3[C:19]([CH3:20])=[CH:18][C:17]([CH3:21])=[N:16]3)[N:14]=2)=[CH:4][CH:3]=1 |f:1.2|. Procedure details: 3-(4-Chloro-phenylamino)-5-(3,5-dimethyl-pyrazol-1-yl) -pyrazine-2-carbaldehyde (100 mg, 0.27 mmol) was dissolved in ethanol (99%, 10 mL) and hydroxylamine, hydrochloride (20 mg, 0.27 mmol) was added. The mixture was heated to reflux for 3 hours and concentrated in vacuo. Ethyl acetate (30 mL) and aqeuous sodium carbonate (20 mL) were added and stirred for 15 minutes. The layers were separated and the organic phase was washed with brine, dried over sodium sulphate, filtrated and concentrated in ... Starting materials: C(C)[Mg]Br (ethylmagnesium bromide), COC=1C=C2C(=CC=NC2=CC1OC)OC1=C(C=O)C=CC=C1F (2-[(6,7-Dimethoxy-4-quinolyl)oxy]-3-fluorobenzaldehyde), O (Water). The solvent is O1CCCC1 (tetrahydrofuran), O1CCCC1 (tetrahydrofuran). Conditions: temperature 0 celsius, time 1 hour. Product: COC=1C=C2C(=CC=NC2=CC1OC)OC1=C(C=CC=C1F)C(CC)O (1-{2-[(6,7-dimethoxy-4-quinolyl)oxy]-3-fluorophenyl}-1-propanol). Reaction SMILES: [CH3:1][O:2][C:3]1[CH:4]=[C:5]2[C:10](=[CH:11][C:12]=1[O:13][CH3:14])[N:9]=[CH:8][CH:7]=[C:6]2[O:15][C:16]1[C:23]([F:24])=[CH:22][CH:21]=[CH:20][C:17]=1[CH:18]=[O:19].[CH2:25]([Mg]Br)[CH3:26].O>O1CCCC1>[CH3:1][O:2][C:3]1[CH:4]=[C:5]2[C:10](=[CH:11][C:12]=1[O:13][CH3:14])[N:9]=[CH:8][CH:7]=[C:6]2[O:15][C:16]1[C:23]([F:24])=[CH:22][CH:21]=[CH:20][C:17]=1[CH:18]([OH:19])[CH2:25][CH3:26]. Reported procedure: 2-[(6,7-Dimethoxy-4-quinolyl)oxy]-3-fluorobenzaldehyde was dissolved in anhydrous tetrahydrofuran (1 ml). A 1 M tetrahydrofuran solution of ethylmagnesium bromide (0.5 ml) was added thereto at 0° C., and the mixture was stirred at 0° C. for one hr. Water (1 ml) was added dropwise to the reaction solution to stop the reaction, followed by extraction with ethyl acetate. The ethyl acetate layer was then washed with water and saturated brine and was dried over anhydrous sodium sulfate. The solvent w...